Task: describe an organic reaction: reactants, conditions, products, and yield. Dataset: the Open Reaction Database (ORD), a public repository of structured organic reaction records Reactants: CCN1CCOCC1, CCN=C=NCCCN(C)C, CN1C(=O)N(C2CCCC2)CC1C(=O)O, NCc1ccc(Cl)cc1Cl, ClCCl, Cl, O, On1nnc2ccccc21. Product: CN1C(=O)N(C2CCCC2)CC1C(=O)NCc1ccc(Cl)cc1Cl. RXN SMILES: [CH2:16]([N:17]1[CH2:18][CH2:19][O:20][CH2:21][CH2:22]1)[CH3:23].[CH2:36]([N:37]=[C:38]=[N:39][CH2:40][CH2:41][CH2:42][N:43]([CH3:44])[CH3:45])[CH3:46].[CH:1]1([N:6]2[C:7](=[O:15])[N:8]([CH3:14])[CH:9]([C:11](=[O:12])[OH:13])[CH2:10]2)[CH2:2][CH2:3][CH2:4][CH2:5]1.[Cl:47][c:48]1[c:49]([CH2:55][NH2:56])[cH:50][cH:51][c:52]([Cl:54])[cH:53]1.[Cl:57][CH2:58][Cl:59].[ClH:35].[OH2:24].[OH:25][n:26]1[c:27]2[cH:28][cH:29][cH:30][cH:31][c:32]2[n:33][n:34]1>>[CH:1]1([N:6]2[C:7](=[O:15])[N:8]([CH3:14])[CH:9]([C:11](=[O:13])[NH:56][CH2:55][c:49]3[c:48]([Cl:47])[cH:53][c:52]([Cl:54])[cH:51][cH:50]3)[CH2:10]2)[CH2:2][CH2:3][CH2:4][CH2:5]1. Reactants: BrCC(=O)OC (methyl bromoacetate), O (water), C(C1=CC=CC=C1)OC1=C(C=CC(=C1)OC1=CC=CC=C1)N (2-benzyloxy-4-phenoxyphenylamine), C(=O)([O-])[O-].[K+].[K+] (K2CO3), BrCC(=O)OC (methyl bromoacetate). The solvent is CN(C)C=O (DMF). Conditions: temperature 60 celsius, time 90 minute. Product: COC(CNC1=C(C=C(C=C1)OC1=CC=CC=C1)OCC1=CC=CC=C1)=O ((2-benzyloxy-4-phenoxyphenylamino)acetic acid methyl ester). As a reaction SMILES: [CH2:1]([O:8][C:9]1[CH:14]=[C:13]([O:15][C:16]2[CH:21]=[CH:20][CH:19]=[CH:18][CH:17]=2)[CH:12]=[CH:11][C:10]=1[NH2:22])[C:2]1[CH:7]=[CH:6][CH:5]=[CH:4][CH:3]=1.C([O-])([O-])=O.[K+].[K+].Br[CH2:30][C:31]([O:33][CH3:34])=[O:32].O>CN(C=O)C>[CH3:34][O:33][C:31](=[O:32])[CH2:30][NH:22][C:10]1[CH:11]=[CH:12][C:13]([O:15][C:16]2[CH:17]=[CH:18][CH:19]=[CH:20][CH:21]=2)=[CH:14][C:9]=1[O:8][CH2:1][C:2]1[CH:3]=[CH:4][CH:5]=[CH:6][CH:7]=1 |f:1.2.3|. Reported procedure: To a mixture of 2-benzyloxy-4-phenoxyphenylamine (400 mg, 1.37 mmol) and K2CO3 (284 mg, 2.05 mmol) in DMF (5 mL) is added methyl bromoacetate (231 mg, 1.51 mmol). The mixture is stirred at 60° C. for 90 min., then an additional methyl bromoacetate (50 mg) is added and the mixture is stirred at 60° C. for 1 h. The mixture is allowed to cool to ambient temperature, then poured into water and extracted into EtOAc. The organic phase is washed with water (3×), saturated NaCl (1×) and dried over Na2SO... Starting materials: N1=CN(C2=NC=CC=C21)C2=CC=C(C(=O)OCC)C=C2 (ethyl 4-(imidazo[4,5-b]pyridin-3-yl)benzoate), FC1=CC(=C(C=C1)N1CCNCC1)OC (1-(4-fluoro-2-methoxyphenyl)piperazine). Yields the product FC1=CC(=C(C=C1)N1CCN(CC1)C(=O)C1=CC=C(C=C1)N1C=NC=2C1=NC=CC2)OC ([4-(4-fluoro-2-methoxyphenyl)piperazin-1-yl][4-(imidazo[4,5-b]pyridin-3-yl)phenyl]methanone). Yield: 16.1%. Reaction SMILES: [N:1]1[C:9]2[C:4](=[N:5][CH:6]=[CH:7][CH:8]=2)[N:3]([C:10]2[CH:20]=[CH:19][C:13]([C:14]([O:16]CC)=O)=[CH:12][CH:11]=2)[CH:2]=1.[F:21][C:22]1[CH:27]=[CH:26][C:25]([N:28]2[CH2:33][CH2:32][NH:31][CH2:30][CH2:29]2)=[C:24]([O:34][CH3:35])[CH:23]=1>>[F:21][C:22]1[CH:27]=[CH:26][C:25]([N:28]2[CH2:29][CH2:30][N:31]([C:14]([C:13]3[CH:12]=[CH:11][C:10]([N:3]4[C:4]5=[N:5][CH:6]=[CH:7][CH:8]=[C:9]5[N:1]=[CH:2]4)=[CH:20][CH:19]=3)=[O:16])[CH2:32][CH2:33]2)=[C:24]([O:34][CH3:35])[CH:23]=1. Procedure details: Using ethyl 4-(imidazo[4,5-b]pyridin-3-yl)benzoate (300 mg) described in Preparation Example 77 and 1-(4-fluoro-2-methoxyphenyl)piperazine (236 mg) and by the reaction and treatment in the same manner as in Example 170, the title compound (78 mg) was obtained. Reactants: COC=1C(C=CC(C1)=O)=O (2-Methoxy-1,4-benzoquinone), CC(=C)C1=CC=CC=C1 (α-Methylstyrene). Solvent: C(C)(C)O (isopropanol). The product is COC1=CC(C=2C=C(C3=CC=CC=C3C2C1=O)C)=O (3-Methoxy-9-methyl-1,4-phenanthrenequinone). Yield: 2.5%. RXN SMILES: [CH3:1][O:2][C:3]1[C:4](=[O:10])[CH:5]=[CH:6][C:7](=[O:9])[CH:8]=1.[CH3:11][C:12]([C:14]1[CH:19]=[CH:18][CH:17]=[CH:16][CH:15]=1)=[CH2:13]>C(O)(C)C>[CH3:1][O:2][C:3]1[C:4](=[O:10])[C:5]2[C:19]3[C:14](=[CH:15][CH:16]=[CH:17][CH:18]=3)[C:12]([CH3:13])=[CH:11][C:6]=2[C:7](=[O:9])[CH:8]=1. Procedure details: 2-Methoxy-1,4-benzoquinone (30.0 g, 72 mM) and α-Methylstyrene (236 g, 2.0 M) were dissolved in 290 ml of isopropanol and refluxed for 30 hours. The reaction solution was subjected to vacuum distillation to recover isopropanol and α-Methylstyrene, and the reaction solution was concentrated. The resulting product was purified by chromatography to give to 1.38 g (5.47 mM) of 3-Methoxy-9-methyl-1,4-phenanthrenequinone. Reactants: C(C1=CC=CC=C1)N1CCC(CC1)N1S(NC2=C(C1)C=CC=C2)(=O)=O (3-(1-Benzyl-piperidin-4-yl)-3,4-dihydro-1H-benzo[1,2,6]thiadiazine-2,2-dioxide). The reagents and catalysts are [Pd] (palladium on charcoal). Solvent: CO (methanol). Run at time 8 hour. The product is N1CCC(CC1)N1S(NC2=C(C1)C=CC=C2)(=O)=O (3-Piperidin-4-yl-3,4-dihydro-1H-benzo[1,2,6]thiadiazine-2,2-dioxide). The yield is 75.4%. RXN SMILES: C([N:8]1[CH2:13][CH2:12][CH:11]([N:14]2[CH2:19][C:18]3[CH:20]=[CH:21][CH:22]=[CH:23][C:17]=3[NH:16][S:15]2(=[O:25])=[O:24])[CH2:10][CH2:9]1)C1C=CC=CC=1>CO.[Pd]>[NH:8]1[CH2:9][CH2:10][CH:11]([N:14]2[CH2:19][C:18]3[CH:20]=[CH:21][CH:22]=[CH:23][C:17]=3[NH:16][S:15]2(=[O:25])=[O:24])[CH2:12][CH2:13]1. Procedure details: 3-(1-Benzyl-piperidin-4-yl)-3,4-dihydro-1H-benzo[1,2,6]thiadiazine-2,2-dioxide (0.46 g, 1.29 mmol) in methanol (10 mL) was flushed with nitrogen, and treated with palladium on charcoal (10%, 46 mg). The flask was flushed with hydrogen and allowed to stir under an atmosphere of hydrogen overnight. The reaction was flushed with nitrogen, filtered through celite, and concentrated. Column chromatography gave 0.26 g (75%) of the desired material. 1H-NMR (CD3OD) δ 1.53-1.61 (m, 2H), 1.80 (m, 2H), 2.55... Reaction SMILES: F[C:2]1[CH:7]=[CH:6][C:5]([N+:8]([O-:10])=[O:9])=[CH:4][CH:3]=1.[C:11]([O:15][C:16]([N:18]1[CH2:24][CH2:23][CH2:22][NH:21][CH2:20][CH2:19]1)=[O:17])([CH3:14])([CH3:13])[CH3:12].C(=O)([O-])[O-].[K+].[K+]>CN(C=O)C.CCOC(C)=O>[C:11]([O:15][C:16]([N:18]1[CH2:24][CH2:23][CH2:22][N:21]([C:2]2[CH:7]=[CH:6][C:5]([N+:8]([O-:10])=[O:9])=[CH:4][CH:3]=2)[CH2:20][CH2:19]1)=[O:17])([CH3:14])([CH3:12])[CH3:13] |f:2.3.4|. The yield is 77.5%. The reactants are FC1=CC=C(C=C1)[N+](=O)[O-] (1-fluoro-4-nitro-benzene), C(C)(C)(C)OC(=O)N1CCNCCC1 ([1,4]Diazepane-1-carboxylic acid tert-butyl ester), C([O-])([O-])=O.[K+].[K+] (potassium carbonate). Yields the product C(C)(C)(C)OC(=O)N1CCN(CCC1)C1=CC=C(C=C1)[N+](=O)[O-] (4-(4-nitrophenyl)-[1,4]diazepane-1-carboxylic acid tert-butyl ester). Reported procedure: This compound was prepared in a similar way as described in literature (Journal of Medicinal Chemistry (2005), 48, 2371). A mixture of 1-fluoro-4-nitro-benzene (2.06 g, 14.7 mmol), [1,4]Diazepane-1-carboxylic acid tert-butyl ester (3.52 g, 17.6 mmol) and potassium carbonate (4.85 g, 35.2 mmol) in DMF (100 mL) was heated to 100° C. and stirred for 2 h. The reaction mixture was diluted with EtOAc (100 mL) and washed with water (100 mL), brine (50 mL), dried with anhydrous sodium sulfate and the so... Run at temperature 100 celsius, time 2 hour. Run in CN(C)C=O (DMF), CCOC(=O)C (EtOAc).